Dataset: the Open Reaction Database (ORD), a public repository of structured organic reaction records. Task: describe an organic reaction: reactants, conditions, products, and yield RXN SMILES: [C:1]([O:2][CH2:3][CH3:4])(=[O:5])[CH3:6].[C:8]([O:9][C:10](=[O:11])[NH:14][CH:15]([CH:16]([CH3:17])[OH:18])[c:19]1[cH:20][c:21]([F:27])[c:22]([F:26])[c:23]([F:25])[cH:24]1)([CH3:12])([CH3:13])[CH3:28].[CH3:29][CH2:30][O:31][C:32](=[O:33])[CH3:34].[ClH:7]>>[ClH:7].[NH2:14][CH:15]([CH:16]([CH3:17])[OH:18])[c:19]1[cH:20][c:21]([F:27])[c:22]([F:26])[c:23]([F:25])[cH:24]1. The product is Cl, CC(O)C(N)c1cc(F)c(F)c(F)c1. Starting materials: CCOC(C)=O, CC(O)C(NC(=O)OC(C)(C)C)c1cc(F)c(F)c(F)c1, CCOC(C)=O, Cl.